This data is from the Open Reaction Database (ORD), a public repository of structured organic reaction records. The task is: describe an organic reaction: reactants, conditions, products, and yield Starting materials: NC=1C(=C(C(=O)O)C=CC1)Cl (3-amino-2-chlorobenzoic acid), S(O)(O)(=O)=O (sulfuric acid), CO (methanol). Product: NC=1C(=C(C(=O)OC)C=CC1)Cl (Methyl 3-amino-2-chlorobenzoate). Yield: 92.0%. RXN SMILES: [NH2:1][C:2]1[C:3]([Cl:11])=[C:4]([CH:8]=[CH:9][CH:10]=1)[C:5]([OH:7])=[O:6].S(=O)(=O)(O)O.[CH3:17]O>>[NH2:1][C:2]1[C:3]([Cl:11])=[C:4]([CH:8]=[CH:9][CH:10]=1)[C:5]([O:7][CH3:17])=[O:6]. Reported procedure: A mixture of 3-amino-2-chlorobenzoic acid (500 mg, 2.91 mmol), conc. sulfuric acid (6 mL), and methanol (150 mL) was heated under reflux for 24 hours, and placed under reduced pressure to distill the solvent off. The residue was neutralized by addition of aqueous saturated sodium hydrogen carbonate. The neutralized mixture was extracted with toluene, dried over anhydrous magnesium sulfate, and placed under reduced pressure to distill the solvent off. There was obtained 497 mg (yield 92%) of the ... Starting materials: [OH-].[Na+] (sodium hydroxide), S(=O)(O)[O-].[Na+].CC=1C(C2=CC=CC=C2C(C1)=O)=O (2-methyl-1,4-naphthoquinone sodium hydrogensulfite). Reaction conditions: time 30 minute. The product is CC1=CC=2C(C3=CC=CC=C3C(C2C=C1)=O)=O (2-methylanthraquinone). RXN SMILES: [OH-].[Na+].S([O-])(O)=O.[Na+].[CH3:8][C:9]1[C:10](=[O:20])[C:11]2[C:16]([C:17](=[O:19])[CH:18]=1)=[CH:15][CH:14]=[CH:13][CH:12]=2>>[CH3:10][C:9]1[CH:18]=[CH:8][C:9]2[C:10](=[O:20])[C:11]3[C:16](=[CH:15][CH:14]=[CH:13][CH:12]=3)[C:17](=[O:19])[C:18]=2[CH:8]=1 |f:0.1,2.3.4|. Procedure details: A 0.5N aqueous sodium hydroxide solution was added to the oil phase obtained in Example 14, and, after 30 minutes stirring, air was blown thereinto at 70° C. for 2 hours. Then, the oil phase and the aqueous phase containing the precipitate were separated, and the aqueous phase was dried under reduced pressure to obtain 5.5 kg of 2-methylanthraquinone. The reactants are CC(C)CCc1cncc(C#N)c1, Cc1nc(C#N)ccc1CS(C)(=O)=O. The product is Cc1nc(CN)ccc1CS(C)(=O)=O. As a reaction SMILES: [C:15]([c:16]1[cH:17][n:18][cH:19][c:20]([CH2:21][CH2:22][CH:23]([CH3:24])[CH3:25])[cH:26]1)#[N:27].[CH3:1][c:2]1[c:3]([CH2:10][S:11](=[O:12])(=[O:13])[CH3:14])[cH:4][cH:5][c:6]([C:8]#[N:9])[n:7]1>>[CH3:1][c:2]1[c:3]([CH2:10][S:11](=[O:12])(=[O:13])[CH3:14])[cH:4][cH:5][c:6]([CH2:8][NH2:9])[n:7]1. Starting materials: COc1ccc(CN2CCC(F)(F)CC(NC(=O)OC(C)(C)C)C2=O)c(OC)c1, CCN(C(C)C)C(C)C, O=S(=O)(Cl)c1ccc(Cl)s1, ClCCl, Cl, C1COCCO1. Yields the product COc1ccc(CN2CCC(F)(F)CC(NS(=O)(=O)c3ccc(Cl)s3)C2=O)c(OC)c1. RXN SMILES: [C:1]([O:2][C:3](=[O:4])[NH:7][CH:8]1[C:9](=[O:28])[N:10]([CH2:17][c:18]2[c:19]([O:26][CH3:27])[cH:20][c:21]([O:24][CH3:25])[cH:22][cH:23]2)[CH2:11][CH2:12][C:13]([F:15])([F:16])[CH2:14]1)([CH3:5])([CH3:6])[CH3:29].[CH:37]([N:38]([CH2:39][CH3:40])[CH:41]([CH3:42])[CH3:43])([CH3:44])[CH3:45].[Cl:46][c:47]1[cH:48][cH:49][c:50]([S:52](=[O:53])(=[O:54])[Cl:55])[s:51]1.[Cl:56][CH2:57][Cl:58].[ClH:30].[O:31]1[CH2:32][CH2:33][O:34][CH2:35][CH2:36]1>>[NH:7]([CH:8]1[C:9](=[O:28])[N:10]([CH2:17][c:18]2[c:19]([O:26][CH3:27])[cH:20][c:21]([O:24][CH3:25])[cH:22][cH:23]2)[CH2:11][CH2:12][C:13]([F:15])([F:16])[CH2:14]1)[S:52]([c:50]1[cH:49][cH:48][c:47]([Cl:46])[s:51]1)(=[O:53])=[O:54].